Dataset: the Open Reaction Database (ORD), a public repository of structured organic reaction records. Task: describe an organic reaction: reactants, conditions, products, and yield Starting materials: ClC1=NC(=NC(=C1)Cl)C (4,6-dichloro-2-methylpyrimidine), CC=1SC(=C(N1)C)CN ((2,4-dimethylthiazol-5-yl)methanamine). The product is ClC1=CC(=NC(=N1)C)NCC1=C(N=C(S1)C)C (6-chloro-N-((2,4-dimethylthiazol-5-yl)methyl)-2-methylpyrimidin-4-amine). Reaction SMILES: Cl[C:2]1[CH:7]=[C:6]([Cl:8])[N:5]=[C:4]([CH3:9])[N:3]=1.[CH3:10][C:11]1[S:12][C:13]([CH2:17][NH2:18])=[C:14]([CH3:16])[N:15]=1>>[Cl:8][C:6]1[N:5]=[C:4]([CH3:9])[N:3]=[C:2]([NH:18][CH2:17][C:13]2[S:12][C:11]([CH3:10])=[N:15][C:14]=2[CH3:16])[CH:7]=1. Procedure: The title compound was prepared from 4,6-dichloro-2-methylpyrimidine and (2,4-dimethylthiazol-5-yl)methanamine according to the protocol outlined in Example 1, to afford 3A-1 as a solid. LRMS (ES) (M+H)+: observed=269.1, calculated=269.7. The product is Cc1nn(C)c(C)c1CN1CCN(c2nccnc2-c2ccc(C#N)cc2)CC1. RXN SMILES: [C:31]([O:32][BH-:33]([O:34][C:35](=[O:36])[CH3:37])[O:38][C:39](=[O:40])[CH3:41])(=[O:42])[CH3:43].[C:45](=[O:46])([O-:47])[OH:48].[CH3:21][n:22]1[n:23][c:24]([CH3:30])[c:25]([CH:28]=[O:29])[c:26]1[CH3:27].[N:1]1([c:7]2[n:8][cH:9][cH:10][n:11][c:12]2-[c:13]2[cH:14][cH:15][c:16]([C:17]#[N:18])[cH:19][cH:20]2)[CH2:2][CH2:3][NH:4][CH2:5][CH2:6]1.[Na+:44].[Na+:49].[Na+:51].[O:52]1[CH2:53][CH2:54][CH2:55][CH2:56]1.[OH-:50]>>[N:1]1([c:7]2[n:8][cH:9][cH:10][n:11][c:12]2-[c:13]2[cH:14][cH:15][c:16]([C:17]#[N:18])[cH:19][cH:20]2)[CH2:2][CH2:3][N:4]([CH2:28][c:25]2[c:24]([CH3:30])[n:23][n:22]([CH3:21])[c:26]2[CH3:27])[CH2:5][CH2:6]1. Starting materials: CC(=O)O[BH-](OC(C)=O)OC(C)=O, O=C([O-])O, Cc1nn(C)c(C)c1C=O, N#Cc1ccc(-c2nccnc2N2CCNCC2)cc1, [Na+], [Na+], [Na+], C1CCOC1, [OH-].